From a dataset of the Open Reaction Database (ORD), a public repository of structured organic reaction records. describe an organic reaction: reactants, conditions, products, and yield The reactants are O=C([O-])[O-], O=C(N1CCc2ccc(Cl)c(OS(=O)(=O)C(F)(F)F)c2CC1)C(F)(F)F, [Cs+], [Cs+], NCc1ccc2ccoc2c1, O=C(C=Cc1ccccc1)C=Cc1ccccc1, O=C(C=Cc1ccccc1)C=Cc1ccccc1, O=C(C=Cc1ccccc1)C=Cc1ccccc1, [Pd], [Pd], c1ccc(P(c2ccccc2)c2ccc3ccccc3c2-c2c(P(c3ccccc3)c3ccccc3)ccc3ccccc23)cc1. Product: O=C(N1CCc2ccc(Cl)c(NCc3ccc4ccoc4c3)c2CC1)C(F)(F)F. RXN SMILES: [C:84](=[O:85])([O-:86])[O-:87].[Cl:1][c:2]1[c:3]([O:19][S:20]([C:21]([F:22])([F:23])[F:24])(=[O:25])=[O:26])[c:4]2[c:5]([cH:17][cH:18]1)[CH2:6][CH2:7][N:8]([C:11]([C:12]([F:13])([F:14])[F:15])=[O:16])[CH2:9][CH2:10]2.[Cs+:88].[Cs+:89].[NH2:27][CH2:28][c:29]1[cH:30][c:31]2[c:32]([cH:33][cH:34][o:35]2)[cH:36][cH:37]1.[O:110]=[C:111]([CH:112]=[CH:113][c:114]1[cH:115][cH:116][cH:117][cH:118][cH:119]1)[CH:120]=[CH:121][c:122]1[cH:123][cH:124][cH:125][cH:126][cH:127]1.[O:128]=[C:129]([CH:130]=[CH:131][c:132]1[cH:133][cH:134][cH:135][cH:136][cH:137]1)[CH:138]=[CH:139][c:140]1[cH:141][cH:142][cH:143][cH:144][cH:145]1.[O:92]=[C:93]([CH:94]=[CH:95][c:96]1[cH:97][cH:98][cH:99][cH:100][cH:101]1)[CH:102]=[CH:103][c:104]1[cH:105][cH:106][cH:107][cH:108][cH:109]1.[Pd:90].[Pd:91].[cH:38]1[cH:39][cH:40][c:41]([P:42]([c:43]2[cH:44][cH:45][c:46]3[c:47]([cH:48][cH:49][cH:50][cH:51]3)[c:52]2-[c:53]2[c:54]3[c:55]([cH:56][cH:57][cH:58][cH:59]3)[cH:60][cH:61][c:62]2[P:63]([c:64]2[cH:65][cH:66][cH:67][cH:68][cH:69]2)[c:70]2[cH:71][cH:72][cH:73][cH:74][cH:75]2)[c:76]2[cH:77][cH:78][cH:79][cH:80][cH:81]2)[cH:82][cH:83]1>>[Cl:1][c:2]1[c:3]([NH:27][CH2:28][c:29]2[cH:30][c:31]3[c:32]([cH:33][cH:34][o:35]3)[cH:36][cH:37]2)[c:4]2[c:5]([cH:17][cH:18]1)[CH2:6][CH2:7][N:8]([C:11]([C:12]([F:13])([F:14])[F:15])=[O:16])[CH2:9][CH2:10]2.